From a dataset of the Open Reaction Database (ORD), a public repository of structured organic reaction records. describe an organic reaction: reactants, conditions, products, and yield The reactants are ClC1=CC(=NC2=CC=C(C=C12)C=C)N1CCS(C2=C(C1)C=CC=C2)(=O)=O (4-(4-chloro-6-ethenylquinolin-2-yl)-2,3,4,5-tetrahydro-1,4-benzothiazepine 1,1-dioxide), C(CCN)N (propane-1,3-diamine). Yields the product O=S1(CCN(CC2=C1C=CC=C2)C2=NC1=CC=C(C=C1C(=C2)NCCCN)C=C)=O (N-[2-(1,1-Dioxido-2,3-dihydro-1,4-benzothiazepin-4(5 H)-yl)-6-ethenylquinolin-4-yl]propane-1,3-diamine). As a reaction SMILES: Cl[C:2]1[C:11]2[C:6](=[CH:7][CH:8]=[C:9]([CH:12]=[CH2:13])[CH:10]=2)[N:5]=[C:4]([N:14]2[CH2:20][C:19]3[CH:21]=[CH:22][CH:23]=[CH:24][C:18]=3[S:17](=[O:26])(=[O:25])[CH2:16][CH2:15]2)[CH:3]=1.[CH2:27]([NH2:31])[CH2:28][CH2:29][NH2:30]>>[O:25]=[S:17]1(=[O:26])[C:18]2[CH:24]=[CH:23][CH:22]=[CH:21][C:19]=2[CH2:20][N:14]([C:4]2[CH:3]=[C:2]([NH:30][CH2:29][CH2:28][CH2:27][NH2:31])[C:11]3[C:6](=[CH:7][CH:8]=[C:9]([CH:12]=[CH2:13])[CH:10]=3)[N:5]=2)[CH2:15][CH2:16]1. Reported procedure: The title compound was prepared in analogy to Example 52 in Scheme 22 by using 4-(4-chloro-6-ethenylquinolin-2-yl)-2,3,4,5-tetrahydro-1,4-benzothiazepine 1,1-dioxide and propane-1,3-diamine. MS obsd. (ESI+) [(M+H)+] 423, 1H NMR (400 MHz, CD3OD) δ ppm 8.12 (s, 1 H), 8.05-8.02 (q, J=8 Hz, 1 H), 7.89-7.81 (m, 2 H), 7.77-7.70 (m, 2 H), 7.56-7.54 (t, J=4.4 Hz, 1 H), 6.80-6.74 (m, 1 H), 5.95-5.90 (m, 2 H), 5.36-5.30 (m, 3 H), 4.51 (s, 2 H), 3.71 (s, 2 H), 3.61-3.60 (t, J=3.2 Hz, 2 H), 3.11-3.10 (t, J=... As a reaction SMILES: [Br:41][c:42]1[cH:43][n:44]([CH3:67])[c:45](=[O:66])[c:46]([NH:48][c:49]2[cH:50][c:51]3[c:56]([cH:57][cH:58]2)[CH2:55][N:54]([C:59](=[O:60])[O:61][C:62]([CH3:63])([CH3:64])[CH3:65])[CH2:53][CH2:52]3)[n:47]1.[C:1]([CH3:2])(=[O:3])[O:4][CH2:5][c:6]1[c:7]([N:27]2[CH2:28][CH2:29][n:30]3[c:31]4[c:36]([cH:37][c:38]3[C:39]2=[O:40])[CH2:35][CH2:34][CH2:33][CH2:32]4)[cH:8][c:9]([F:26])[cH:10][c:11]1[N:12]1[C:13](=[O:25])[c:14]2[n:15]([c:16]3[c:21]([cH:22]2)[CH2:20][CH2:19][CH2:18][CH2:17]3)[CH2:23][CH2:24]1.[C:68](=[O:69])([O-:70])[O-:71].[CH3:74][O:75][CH2:76][CH2:77][O:78][CH3:79].[Na+:72].[Na+:73]>>[C:1]([CH3:2])(=[O:3])[O:4][CH2:5][c:6]1[c:7](-[c:42]2[cH:43][n:44]([CH3:67])[c:45](=[O:66])[c:46]([NH:48][c:49]3[cH:50][c:51]4[c:56]([cH:57][cH:58]3)[CH2:55][N:54]([C:59](=[O:60])[O:61][C:62]([CH3:63])([CH3:64])[CH3:65])[CH2:53][CH2:52]4)[n:47]2)[cH:8][c:9]([F:26])[cH:10][c:11]1[N:12]1[C:13](=[O:25])[c:14]2[n:15]([c:16]3[c:21]([cH:22]2)[CH2:20][CH2:19][CH2:18][CH2:17]3)[CH2:23][CH2:24]1. Reactants: Cn1cc(Br)nc(Nc2ccc3c(c2)CCN(C(=O)OC(C)(C)C)C3)c1=O, CC(=O)OCc1c(N2CCn3c(cc4c3CCCC4)C2=O)cc(F)cc1N1CCn2c(cc3c2CCCC3)C1=O, O=C([O-])[O-], COCCOC, [Na+], [Na+]. Yields the product CC(=O)OCc1c(-c2cn(C)c(=O)c(Nc3ccc4c(c3)CCN(C(=O)OC(C)(C)C)C4)n2)cc(F)cc1N1CCn2c(cc3c2CCCC3)C1=O. The reactants are OS(=O)(=O)O (H2SO4), ClC(CN(S(=O)(=O)C1=CC=C(C=C1)[N+](=O)[O-])CC(C1=CC=CC=C1)O)=C (N-(2-chloroprop-2-enyl)-N-(2-hydroxy-2-phenylethyl)-4-nitrobenzenesulfonamide). Run in O (H2O), C(Cl)Cl (CH2Cl2), C(Cl)Cl (CH2Cl2), O (H2O). Run at temperature -78 celsius, time 1 hour. Yields the product [N+](=O)([O-])C1=CC=C(C=C1)S(=O)(=O)N1CC(CC(C1)C1=CC=CC=C1)=O (1-[(4-nitrophenyl)sulfonyl]-5-phenylpiperidin-3-one). As a reaction SMILES: Cl[C:2](=[CH2:26])[CH2:3][N:4]([CH2:17][CH:18](O)[C:19]1[CH:24]=[CH:23][CH:22]=[CH:21][CH:20]=1)[S:5]([C:8]1[CH:13]=[CH:12][C:11]([N+:14]([O-:16])=[O:15])=[CH:10][CH:9]=1)(=[O:7])=[O:6].[OH:27]S(O)(=O)=O>C(Cl)Cl.O>[N+:14]([C:11]1[CH:10]=[CH:9][C:8]([S:5]([N:4]2[CH2:17][CH:18]([C:19]3[CH:24]=[CH:23][CH:22]=[CH:21][CH:20]=3)[CH2:26][C:2](=[O:27])[CH2:3]2)(=[O:7])=[O:6])=[CH:13][CH:12]=1)([O-:16])=[O:15]. Procedure: N-(2-chloroprop-2-enyl)-N-(2-hydroxy-2-phenylethyl)-4-nitrobenzenesulfonamide (1-3, 6.6 g, 16.6 mmol) was dissolved in 40 mL CH2Cl2 and cooled to −78° C. The resulting solution was treated dropwise with conc. H2SO4 (20 mL) and H2O (2 mL). The reaction was placed in a 0° C. bath and stirred 1 h to completion. The reaction was diluted carefully with CH2Cl2 (200 mL) and H2O (400 mL) and the organic layer was separated, dried (MgSO4) and filtered. Concentration of the organic layer followed by flash... Starting materials: [H-].[K+] (potassium hydride), NC1=C(C(=NN1C1=C(C=C(C=C1Cl)C(F)(F)F)Cl)C#N)S(=O)C (5-amino-1-[2,6-dichloro-4-(trifluoromethyl)phenyl]-4-(methylsulfinyl)-1H-pyrazole-3-carbonitrile), [Cl-] (chloride), C(C)S(=O)(=O)C=C (vinyl ethyl sulfone). Solvent: oil, CN(C=O)C (N,N-dimethylformamide), CN(C=O)C (DMF), CN(C=O)C (DMF). Run at temperature 20 celsius, time 20 minute. The product is ClC1=C(C(=CC(=C1)C(F)(F)F)Cl)N1N=C(C(=C1NCCS(=O)(=O)CC)S(=O)C)C#N (1-[2,6-dichlor-4-(trifluoromethyl)phenyl]-5-[2-(ethylsulfonyl)ethylamino]-4-(methylsulfinyl)-1H-pyrazole-3-carbonitrile). Yield: 31.1%. RXN SMILES: [H-].[K+].[NH2:3][C:4]1[N:8]([C:9]2[C:14]([Cl:15])=[CH:13][C:12]([C:16]([F:19])([F:18])[F:17])=[CH:11][C:10]=2[Cl:20])[N:7]=[C:6]([C:21]#[N:22])[C:5]=1[S:23]([CH3:25])=[O:24].[CH2:26]([S:28]([CH:31]=[CH2:32])(=[O:30])=[O:29])[CH3:27].[Cl-]>CN(C)C=O>[Cl:20][C:10]1[CH:11]=[C:12]([C:16]([F:17])([F:18])[F:19])[CH:13]=[C:14]([Cl:15])[C:9]=1[N:8]1[C:4]([NH:3][CH2:27][CH2:26][S:28]([CH2:31][CH3:32])(=[O:30])=[O:29])=[C:5]([S:23]([CH3:25])=[O:24])[C:6]([C:21]#[N:22])=[N:7]1 |f:0.1|. Reported procedure: To a suspension of 35% potassium hydride in oil (0.7 g) in dry N,N-dimethylformamide (DMF) was added a solution of 5-amino-1-[2,6-dichloro-4-(trifluoromethyl)phenyl]-4-(methylsulfinyl)-1H-pyrazole-3-carbonitrile (10.0 g) in dry DMF dropwise at 4° C. over 10 minutes. After stirring for 20 minutes, vinyl ethyl sulfone (3.13 g) in dry DMF was added during 5 hours at 4° C. The mixture was stirred overnight under nitrogen with warming to 20° C. Ammnonium chloride was added at 4° C., and the mixture e... Starting materials: NCC(O)c1ccc(O)cc1O, CC(=O)Nc1ccc(S(=O)(=O)Nc2ccc(N3CCC(=O)CC3)cc2)cc1. Product: CC(=O)Nc1ccc(S(=O)(=O)Nc2ccc(N3CCC(NCC(O)c4ccc(O)cc4O)CC3)cc2)cc1. As a reaction SMILES: [NH2:28][CH2:29][CH:30]([OH:31])[c:32]1[c:33]([OH:39])[cH:34][c:35]([OH:38])[cH:36][cH:37]1.[O:1]=[C:2]1[CH2:3][CH2:4][N:5]([c:8]2[cH:9][cH:10][c:11]([NH:14][S:15](=[O:16])(=[O:17])[c:18]3[cH:19][cH:20][c:21]([NH:24][C:25]([CH3:26])=[O:27])[cH:22][cH:23]3)[cH:12][cH:13]2)[CH2:6][CH2:7]1>>[CH:2]1([NH:28][CH2:29][CH:30]([OH:31])[c:32]2[c:33]([OH:39])[cH:34][c:35]([OH:38])[cH:36][cH:37]2)[CH2:3][CH2:4][N:5]([c:8]2[cH:9][cH:10][c:11]([NH:14][S:15](=[O:16])(=[O:17])[c:18]3[cH:19][cH:20][c:21]([NH:24][C:25]([CH3:26])=[O:27])[cH:22][cH:23]3)[cH:12][cH:13]2)[CH2:6][CH2:7]1. Reactants: ClC1=CC(=C(N=N1)C(=O)N)NC1=CC(=CC(=C1)C)C (6-chloro-4-(3,5-dimethylphenylamino)pyridazine-3-carboxamide), N[C@H]1[C@H](CCCC1)NC(OC(C)(C)C)=O (tert-butyl (1S,2R)-2-aminocyclohexylcarbamate), N[C@H]1[C@H](CCCC1)NC(OC(C)(C)C)=O (tert-butyl (1S,2R)-2-aminocyclohexylcarbamate), N[C@H]1[C@H](CCCC1)NC(OC(C)(C)C)=O (tert-butyl (1S,2R)-2-aminocyclohexylcarbamate). Run in CN1CCCC1=O (NMP), C(C)(=O)OCC (ethyl acetate). Run at temperature 140 celsius, time 7 hour. The product is C(N)(=O)C1=C(C=C(N=N1)N[C@H]1[C@H](CCCC1)NC(OC(C)(C)C)=O)NC1=CC(=CC(=C1)C)C (tert-butyl (1S,2R)-2-(6-carbamoyl-5-(3,5-dimethylphenylamino)pyridazin-3-ylamino)cyclohexylcarbamate). The yield is 41.5%. As a reaction SMILES: Cl[C:2]1[N:7]=[N:6][C:5]([C:8]([NH2:10])=[O:9])=[C:4]([NH:11][C:12]2[CH:17]=[C:16]([CH3:18])[CH:15]=[C:14]([CH3:19])[CH:13]=2)[CH:3]=1.[NH2:20][C@@H:21]1[CH2:26][CH2:25][CH2:24][CH2:23][C@@H:22]1[NH:27][C:28](=[O:34])[O:29][C:30]([CH3:33])([CH3:32])[CH3:31]>CN1C(=O)CCC1.C(OCC)(=O)C>[C:8]([C:5]1[N:6]=[N:7][C:2]([NH:20][C@@H:21]2[CH2:26][CH2:25][CH2:24][CH2:23][C@@H:22]2[NH:27][C:28](=[O:34])[O:29][C:30]([CH3:32])([CH3:31])[CH3:33])=[CH:3][C:4]=1[NH:11][C:12]1[CH:17]=[C:16]([CH3:18])[CH:15]=[C:14]([CH3:19])[CH:13]=1)(=[O:9])[NH2:10]. Procedure: To a solution of 6-chloro-4-(3,5-dimethylphenylamino)pyridazine-3-carboxamide (44 mg, 159 μmol) in NMP (530 μL) was added tert-butyl (1S,2R)-2-aminocyclohexylcarbamate (68.2 mg, 318 μmol) and the mixture heated to 140° C. for 20 h. Additional tert-butyl (1S,2R)-2-aminocyclohexylcarbamate (68.2 mg, 318 μmol) was then added and heating continued for a further 7 h. Finally, another portion of tert-butyl (1S,2R)-2-aminocyclohexylcarbamate (34.1 mg, 159 μmol) was added and the mixture heated for 16 h...